This data is from the Open Reaction Database (ORD), a public repository of structured organic reaction records. The task is: describe an organic reaction: reactants, conditions, products, and yield Conditions: temperature -78 celsius, time 45 minute. Yield: 75.9%. As a reaction SMILES: Br[C:2]1[CH:3]=[C:4]([C:9]([F:12])([F:11])[F:10])[CH:5]=[C:6]([F:8])[CH:7]=1.C([Li])CCC.[F:18][C:19]([F:26])([F:25])[C:20](OCC)=[O:21].O>CCOCC>[F:18][C:19]([F:26])([F:25])[C:20]([C:2]1[CH:3]=[C:4]([C:9]([F:12])([F:11])[F:10])[CH:5]=[C:6]([F:8])[CH:7]=1)=[O:21]. The product is FC(C(=O)C1=CC(=CC(=C1)C(F)(F)F)F)(F)F (2,2,2-trifluoro-[3-fluoro-5-(trifluoromethyl)phenyl]-ethanone). Reactants: FC(C(=O)OCC)(F)F (ethyl trifluoroacetate), BrC=1C=C(C=C(C1)F)C(F)(F)F (3-bromo-5-fluorobenzotrifluoride), ten, C(CCC)[Li] (butyllithium), O (water). The solvent is CCOCC (ether), CCOCC (ether). Reported procedure: 5.00 g (20.57 mmol) of 3-bromo-5-fluorobenzotrifluoride were stirred in 60 ml of dry ether and admixed dropwise at −78° C. under a protective gas atmosphere (argon) with 1.33 ml (20.75 mmol) of ten-butyllithium solution [cf. also trifluoroacylation: H. K. Nair. D. M. Quinn Bioorganic & Medicinal Chemistry Letters 3(12), 2619-22 (1993): G. J. Pork et al. J. Org. Chem. 22, 993 (1957)]. Subsequently, the reaction mixture was stirred at −78° C., for 45 minutes and then added dropwise, with the aid o... Product: N=C(NCCCN)NC(=O)OCc1ccccc1. As a reaction SMILES: [CH2:1]([c:2]1[cH:3][cH:4][cH:5][cH:6][cH:7]1)[O:8][C:9](=[O:10])[NH:11][C:12](=[NH:13])[c:14]1[c:15]([CH3:16])[n:17][nH:18][c:19]1[CH3:20].[CH3:26][c:27]1[cH:28][cH:29][cH:30][cH:31][cH:32]1.[NH2:21][CH2:22][CH2:23][CH2:24][NH2:25]>>[CH2:1]([c:2]1[cH:3][cH:4][cH:5][cH:6][cH:7]1)[O:8][C:9](=[O:10])[NH:11][C:12](=[NH:13])[NH:25][CH2:24][CH2:23][CH2:22][NH2:21]. Reactants: Cc1n[nH]c(C)c1C(=N)NC(=O)OCc1ccccc1, Cc1ccccc1, NCCCN. Reactants: CCOC(=O)c1ccccc1O, COc1cc(OC)nc(S(C)(=O)=O)n1, CN(C)C=O, [H-], [Na+], O. The product is CCOC(=O)c1ccccc1Oc1nc(OC)cc(OC)n1. RXN SMILES: [C:3]([c:4]1[c:5]([OH:6])[cH:7][cH:8][cH:9][cH:10]1)(=[O:11])[O:12][CH2:13][CH3:14].[CH3:15][O:16][c:17]1[n:18][c:19]([S:25]([CH3:26])(=[O:27])=[O:28])[n:20][c:21]([O:23][CH3:24])[cH:22]1.[CH3:30][N:31]([CH3:32])[CH:33]=[O:34].[H-:1].[Na+:2].[OH2:29]>>[C:3]([c:4]1[c:5]([O:6][c:19]2[n:18][c:17]([O:16][CH3:15])[cH:22][c:21]([O:23][CH3:24])[n:20]2)[cH:7][cH:8][cH:9][cH:10]1)(=[O:11])[O:12][CH2:13][CH3:14]. Starting materials: BrC1=C2CCCN(C2=CC=C1)C(=O)OCCOC1=C(C(=CC=C1)C)C (2-(2,3-dimethylphenoxy)ethyl 5-bromo-3,4-dihydroquinoline-1(2H)-carboxylate), CC1=C(C=CC=C1C)O (2,3-dimethylphenol), ClC=1C(=C(C=CC1)O)C (3-chloro-2-methylphenol), 5-bromo-1,2,3,4-tetrahydroquinoline, HCl salt, BrC1C2CNC=3C=CC=CC3C21 (bromo-1a,2,3,7b-tetrahydro-1H-cyclopropa[c]quinoline). Yields the product BrC=1C=2C3C(CN(C2C=CC1)C(=O)OCCOC1=C(C(=CC=C1)Cl)C)C3 (2-(3-Chloro-2-methylphenoxy)ethyl 7-bromo-1a,2-dihydro-1H-cyclopropa[c]quinoline-3(7bH)-carboxylate). Reaction SMILES: [Br:1][C:2]1[CH:11]=[CH:10][CH:9]=[C:8]2[C:3]=1[CH2:4][CH2:5][CH2:6][N:7]2[C:12]([O:14][CH2:15][CH2:16]OC1C=CC=C(C)C=1C)=[O:13].Br[CH:27]1C2C1CNC1C=CC=CC=12.CC1C(C)=CC=CC=1O.[Cl:47][C:48]1[C:49]([CH3:55])=[C:50]([OH:54])[CH:51]=[CH:52][CH:53]=1>>[Br:1][C:2]1[C:3]2[CH:4]3[CH2:27][CH:5]3[CH2:6][N:7]([C:12]([O:14][CH2:15][CH2:16][O:54][C:50]3[CH:51]=[CH:52][CH:53]=[C:48]([Cl:47])[C:49]=3[CH3:55])=[O:13])[C:8]=2[CH:9]=[CH:10][CH:11]=1. Procedure: The title compound was prepared using a procedure analogous to 2-(2,3-dimethylphenoxy)ethyl 5-bromo-3,4-dihydroquinoline-1(2H)-carboxylate except that 5-bromo-1,2,3,4-tetrahydroquinoline, HCl salt was replaced with bromo-1a,2,3,7b-tetrahydro-1H-cyclopropa[c]quinoline, and 2,3-dimethylphenol was replaced with 3-chloro-2-methylphenol. LCMS, [M+Na]+=460.0. The reactants are COc1cc2nccc(Oc3ccc4ccc(N)cc4c3)c2cc1OC, ClCCl, [K+], [K+], O=C([O-])[O-], O, Cc1cccc(S(=O)(=O)Cl)c1, c1ccncc1. Product: COc1cc2nccc(Oc3ccc4ccc(NS(=O)(=O)c5cccc(C)c5)cc4c3)c2cc1OC. As a reaction SMILES: [CH3:1][O:2][c:3]1[cH:4][c:5]2[c:6]([O:15][c:16]3[cH:17][cH:18][c:19]4[cH:20][cH:21][c:22]([NH2:26])[cH:23][c:24]4[cH:25]3)[cH:7][cH:8][n:9][c:10]2[cH:11][c:12]1[O:13][CH3:14].[Cl:50][CH2:51][Cl:52].[K+:27].[K+:28].[O-:29][C:30]([O-:31])=[O:32].[OH2:53].[c:39]1([CH3:49])[cH:40][c:41]([S:45](=[O:46])(=[O:47])[Cl:48])[cH:42][cH:43][cH:44]1.[cH:33]1[cH:34][cH:35][n:36][cH:37][cH:38]1>>[CH3:1][O:2][c:3]1[cH:4][c:5]2[c:6]([O:15][c:16]3[cH:17][cH:18][c:19]4[cH:20][cH:21][c:22]([NH:26][S:45]([c:41]5[cH:40][c:39]([CH3:49])[cH:44][cH:43][cH:42]5)(=[O:46])=[O:47])[cH:23][c:24]4[cH:25]3)[cH:7][cH:8][n:9][c:10]2[cH:11][c:12]1[O:13][CH3:14]. Reactants: c1cc(OCC2CO2)c2cc[nH]c2c1, CCOc1ccc2cc(C3(O)CCNCC3)ccc2c1. Yields the product CCOc1ccc2cc(C3(O)CCN(CC(O)COc4cccc5[nH]ccc45)CC3)ccc2c1. RXN SMILES: [O:1]1[CH:2]([CH2:4][O:5][c:6]2[c:7]3[cH:8][cH:9][nH:10][c:11]3[cH:12][cH:13][cH:14]2)[CH2:3]1.[OH:15][C:16]1([c:22]2[cH:23][c:24]3[cH:25][cH:26][c:27]([O:32][CH2:33][CH3:34])[cH:28][c:29]3[cH:30][cH:31]2)[CH2:17][CH2:18][NH:19][CH2:20][CH2:21]1>>[OH:1][CH:2]([CH2:3][N:19]1[CH2:18][CH2:17][C:16]([OH:15])([c:22]2[cH:23][c:24]3[cH:25][cH:26][c:27]([O:32][CH2:33][CH3:34])[cH:28][c:29]3[cH:30][cH:31]2)[CH2:21][CH2:20]1)[CH2:4][O:5][c:6]1[c:7]2[cH:8][cH:9][nH:10][c:11]2[cH:12][cH:13][cH:14]1. The reactants are CC(=O)Oc1ccc(-c2cnc(N)c(Cc3ccccc3)n2)cc1, O=C([O-])O, CN(C)c1ccncc1, [Na+], O=C(Cl)Cc1ccccc1, c1ccncc1. The product is CC(=O)Oc1ccc(-c2cnc(NC(=O)Cc3ccccc3)c(Cc3ccccc3)n2)cc1. As a reaction SMILES: [C:1]([CH3:2])(=[O:3])[O:4][c:5]1[cH:6][cH:7][c:8](-[c:11]2[n:12][c:13]([CH2:18][c:19]3[cH:20][cH:21][cH:22][cH:23][cH:24]3)[c:14]([NH2:17])[n:15][cH:16]2)[cH:9][cH:10]1.[C:35](=[O:36])([OH:37])[O-:38].[CH3:46][N:47]([CH3:48])[c:49]1[cH:50][cH:51][n:52][cH:53][cH:54]1.[Na+:39].[c:25]1([CH2:31][C:32](=[O:33])[Cl:34])[cH:26][cH:27][cH:28][cH:29][cH:30]1.[cH:40]1[cH:41][cH:42][n:43][cH:44][cH:45]1>>[C:1]([CH3:2])(=[O:3])[O:4][c:5]1[cH:6][cH:7][c:8](-[c:11]2[n:12][c:13]([CH2:18][c:19]3[cH:20][cH:21][cH:22][cH:23][cH:24]3)[c:14]([NH:17][C:32]([CH2:31][c:25]3[cH:26][cH:27][cH:28][cH:29][cH:30]3)=[O:33])[n:15][cH:16]2)[cH:9][cH:10]1. Starting materials: COC1=CC=C(C=C1)C(C1=CC=CC=C1)(C1=CC=C(C=C1)OC)NC1=N[C@](C(C(N1C)=O)(C)C)(C)C1=C(C=CC(=C1)Br)F ((S)-2-{[bis-(4-methoxy-phenyl)-phenyl-methyl]-amino}-6-(5-bromo-2-fluoro-phenyl)-3,5,5,6-tetramethyl-5,6-dihydro-3H-pyrimidin-4-one), COC1=CC=C(C=C1)C(C1=CC=CC=C1)(C1=CC=C(C=C1)OC)NC1=N[C@](C(C(N1C)=O)(C)C)(C)C1=C(C=CC(=C1)Br)F ((S)-2-{[bis-(4-methoxy-phenyl)-phenyl-methyl]-amino}-6-(5-bromo-2-fluoro-phenyl)-3,5,5,6-tetramethyl-5,6-dihydro-3H-pyrimidin-4-one), ClC1=CC(=C(C=C1C)N)OC (4-chloro-2-methoxy-5-methyl-phenylamine). Product: NC1=N[C@](C(C(N1C)=O)(C)C)(C)C1=C(C=CC(=C1)NC1=C(C=C(C(=C1)C)Cl)OC)F ((S)-2-Amino-6-(5-(4-chloro-2-methoxy-5-methylphenylamino)-2-fluorophenyl)-3,5,5,6-tetramethyl-5,6-dihydropyrimidin-4(3H)-one). As a reaction SMILES: COC1C=CC(C([NH:24][C:25]2[N:30]([CH3:31])[C:29](=[O:32])[C:28]([CH3:34])([CH3:33])[C@:27]([C:36]3[CH:41]=[C:40](Br)[CH:39]=[CH:38][C:37]=3[F:43])([CH3:35])[N:26]=2)(C2C=CC(OC)=CC=2)C2C=CC=CC=2)=CC=1.[Cl:44][C:45]1[C:50]([CH3:51])=[CH:49][C:48]([NH2:52])=[C:47]([O:53][CH3:54])[CH:46]=1>>[NH2:24][C:25]1[N:30]([CH3:31])[C:29](=[O:32])[C:28]([CH3:34])([CH3:33])[C@:27]([C:36]2[CH:41]=[C:40]([NH:52][C:48]3[CH:49]=[C:50]([CH3:51])[C:45]([Cl:44])=[CH:46][C:47]=3[O:53][CH3:54])[CH:39]=[CH:38][C:37]=2[F:43])([CH3:35])[N:26]=1. Procedure: The coupling (S)-2-{[bis-(4-methoxy-phenyl)-phenyl-methyl]-amino}-6-(5-bromo-2-fluoro-phenyl)-3,5,5,6-tetramethyl-5,6-dihydro-3H-pyrimidin-4-one (intermediate K) and 4-chloro-2-methoxy-5-methyl-phenylamine according to procedure B followed by deprotection yielded the title compound as an off-white solid. MS (ESI): m/z=433.3 [M+H]+.